Dataset: the Open Reaction Database (ORD), a public repository of structured organic reaction records. Task: describe an organic reaction: reactants, conditions, products, and yield The reactants are ClC1=CC(=CC=C1)C(=O)OO (m-Chloroperbenzoic acid), CC(CN1C(OC2=C1C=CC=C2)=O)=C (3-(2-methyl-2-propenyl)-3H-benzoxazol-2-one). Run in C(Cl)Cl (methylene chloride). Reaction conditions: time 8 hour. Product: CC1(OC1)CN1C(OC2=C1C=CC=C2)=O (3-(2-methyl-2-oxiranylmethyl)-3H-benzoxazol-2-one). Isolated yield 98.9%. RXN SMILES: ClC1C=CC=C(C(OO)=[O:9])C=1.[CH3:12][C:13](=[CH2:25])[CH2:14][N:15]1[C:19]2[CH:20]=[CH:21][CH:22]=[CH:23][C:18]=2[O:17][C:16]1=[O:24]>C(Cl)Cl>[CH3:25][C:13]1([CH2:14][N:15]2[C:19]3[CH:20]=[CH:21][CH:22]=[CH:23][C:18]=3[O:17][C:16]2=[O:24])[CH2:12][O:9]1. Reported procedure: m-Chloroperbenzoic acid (1.66 g, 9.65 mmol) was added to a mixture of 3-(2-methyl-2-propenyl)-3H-benzoxazol-2-one (1.66 g, 8.77 mmol) in methylene chloride (30 ml) while cooling in an ice-bath, and the mixture was stirred at room temperature overnight. The reaction mixture was filtered, and the filtrate was washed with a 20% sodium sulfite aqueous solution, saturated sodium bicarbonate aqueous solution and brine, and dried over magnesium sulfate. After filtration, the filtrate was concentrated u... Starting materials: C(CC)N1C(=O)N(C(=O)C(=C1N)N)CCC (1,3-dipropyl-5,6-diaminouracil), CC1=CC(=NN1CC(NC1=CC=CC=C1)=O)C(=O)O (5-methyl-1-phenylcarbamoylmethyl-1H-pyrazole-3-carboxylic acid), CCN=C=NCCCN(C)C.Cl (EDCl). The solvent is CO (MeOH). Run at time 4.5 hour. The product is O=C1N(C(C=2NC(=NC2N1CCC)C1=NN(C(=C1)C)CC(=O)NC1=CC=CC=C1)=O)CCC (2-[3-(2,6-dioxo-1,3-dipropyl-2,3,6,7-tetrahydro-1H-purin-8-yl)-5-methyl-pyrazol-1-yl]-N-phenyl-acetamide). Reaction SMILES: [CH2:1]([N:4]1[C:11]([NH2:12])=[C:10]([NH2:13])[C:8](=[O:9])[N:7]([CH2:14][CH2:15][CH3:16])[C:5]1=[O:6])[CH2:2][CH3:3].[CH3:17][C:18]1[N:22]([CH2:23][C:24](=[O:32])[NH:25][C:26]2[CH:31]=[CH:30][CH:29]=[CH:28][CH:27]=2)[N:21]=[C:20]([C:33](O)=O)[CH:19]=1.CCN=C=NCCCN(C)C.Cl>CO>[O:6]=[C:5]1[N:4]([CH2:1][CH2:2][CH3:3])[C:11]2[N:12]=[C:33]([C:20]3[CH:19]=[C:18]([CH3:17])[N:22]([CH2:23][C:24]([NH:25][C:26]4[CH:31]=[CH:30][CH:29]=[CH:28][CH:27]=4)=[O:32])[N:21]=3)[NH:13][C:10]=2[C:8](=[O:9])[N:7]1[CH2:14][CH2:15][CH3:16] |f:2.3|. Procedure details: To a solution of 1,3-dipropyl-5,6-diaminouracil (2.20 mmol), in MeOH (10 mL), is added an equimolar amount of the title C compound, 5-methyl-1-phenylcarbamoylmethyl-1H-pyrazole-3-carboxylic acid, and EDCl (2.21 mmol). The reaction mixture is stirred at RT for 4-5 h while being monitored by TLC. The solvent is concentrated in vacuo and the amide intermediate is precipitated by the addition of water. After filtration, the solid is dissolved in MeOH (10 mL) and aqueous NaOH (2.5 N, 15 mL) and the m... The reactants are ClC=1N=CC(=NC1)/C=C/C(=O)OC (methyl (2E)-3-(5-chloro-2-pyrazinyl)acrylate), N[C@H]1CN(CC1)C(=O)OC(C)(C)C (tert-butyl (3R)-3-amino-1-pyrrolidinecarboxylate), C(=O)([O-])[O-].[K+].[K+] (K2CO3). Run in CN1CCN(C1=O)C (DMI). Reaction conditions: temperature 120 celsius, time 2 hour. Yields the product COC(/C=C/C=1N=CC(=NC1)N[C@H]1CN(CC1)C(=O)OC(C)(C)C)=O (tert-butyl (3R)-3-({5-[(1E)-3-methoxy-3-oxo-1-propen-1-yl]-2-pyrazinyl}amino)-1-pyrrolidinecarboxylate). Isolated yield 69.9%. Reaction SMILES: Cl[C:2]1[N:3]=[CH:4][C:5](/[CH:8]=[CH:9]/[C:10]([O:12][CH3:13])=[O:11])=[N:6][CH:7]=1.[NH2:14][C@@H:15]1[CH2:19][CH2:18][N:17]([C:20]([O:22][C:23]([CH3:26])([CH3:25])[CH3:24])=[O:21])[CH2:16]1.C([O-])([O-])=O.[K+].[K+]>CN1C(=O)N(C)CC1>[CH3:13][O:12][C:10](=[O:11])/[CH:9]=[CH:8]/[C:5]1[N:6]=[CH:7][C:2]([NH:14][C@@H:15]2[CH2:19][CH2:18][N:17]([C:20]([O:22][C:23]([CH3:26])([CH3:25])[CH3:24])=[O:21])[CH2:16]2)=[N:3][CH:4]=1 |f:2.3.4|. Procedure details: To a solution of methyl (2E)-3-(5-chloro-2-pyrazinyl)acrylate (680 mg) in DMI (1.4 mL) was added tert-butyl (3R)-3-amino-1-pyrrolidinecarboxylate (957 mg) and K2CO3 (1.42 g), which was stirred at 120° C. for 2 hours. The reaction mixture was filtered and evaporated in vacuo. To the residue was added H2O, which was extracted with ethyl acetate. The organic layer was washed with brine, dried over Na2SO4, filtered, and evaporated in vacuo. The residue was purified by column chromatography on silica... The reactants are C(C)OC(CC1=NC(=CC=C1[N+](=O)[O-])OC1CCN(CC1)C)=O ([6-(1-methyl-piperidin-4-yloxy)-3-nitro-pyridin-2-yl]-acetic acid ethyl ester), C(C)(C)(C)OC(N(C)C)N(C)C (tert-butoxybis(dimethylamino)methane). Run at temperature 65 celsius. Yields the product C(C)OC(C(=CN(C)C)C1=NC(=CC=C1[N+](=O)[O-])OC1CCN(CC1)C)=O (3-Dimethylamino-2-[6-(1-methyl-piperidin-4-yloxy)-3-nitro-pyridin-2-yl]-acrylic Acid Ethyl Ester). Reaction SMILES: [CH2:1]([O:3][C:4](=[O:23])[CH2:5][C:6]1[C:11]([N+:12]([O-:14])=[O:13])=[CH:10][CH:9]=[C:8]([O:15][CH:16]2[CH2:21][CH2:20][N:19]([CH3:22])[CH2:18][CH2:17]2)[N:7]=1)[CH3:2].C(O[CH:29](N(C)C)[N:30]([CH3:32])[CH3:31])(C)(C)C>>[CH2:1]([O:3][C:4](=[O:23])[C:5]([C:6]1[C:11]([N+:12]([O-:14])=[O:13])=[CH:10][CH:9]=[C:8]([O:15][CH:16]2[CH2:21][CH2:20][N:19]([CH3:22])[CH2:18][CH2:17]2)[N:7]=1)=[CH:29][N:30]([CH3:32])[CH3:31])[CH3:2]. Procedure: A mixture of [6-(1-methyl-piperidin-4-yloxy)-3-nitro-pyridin-2-yl]-acetic acid ethyl ester (5.93 g, 18.3 mmol) and tert-butoxybis(dimethylamino)methane (5.7 mL, 27.5 mmol) at is heated 65° C. for a period of 6 h. The mixture is cooled to room temperature and purified by flash chromatography on silica (gradient elution with 4% MeOH/CHCl3 with 0.1% NH4OH to 6% MeOH/CHCl3 with 0.1% NH4OH) to give the title compound as a dark orange oil: 1H NMR (400 MHz, CDCl3) δ 8.03 (d, 1H, J=9.1 Hz), 7.5 (s, 1H),... Starting materials: [N+](=O)([O-])C1=CC=C(C=NO)C=C1 (p-nitrobenzaldoxime). Reagents/catalysts: [Ni] (Raney nickel). The solvent is CO (methanol). Conditions: time 3 hour. Yields the product NC1=CC=C(CN)C=C1 (p-Aminobenzylamine). The yield is 44.2%. As a reaction SMILES: [N+:1]([C:4]1[CH:12]=[CH:11][C:7]([CH:8]=[N:9]O)=[CH:6][CH:5]=1)([O-])=O>[Ni].CO>[NH2:1][C:4]1[CH:12]=[CH:11][C:7]([CH2:8][NH2:9])=[CH:6][CH:5]=1. Procedure details: An autoclave was then charged with the p-nitrobenzaldoxime obtained above, 5 grams of Raney nickel catalyst, and 500 ml of methanol. Reducing reaction was continued with a vigorous stirring at 25°-30° C., under hydrogen pressure of 30-50 Kg/cm2G for 3 hours. After the end of the reaction, the resultant mixture was filtered to remove the catalyst and distilled to obtain 18.9 grams of a light yellow oily fraction having a boiling point of 129.5°-130° C./5-6 mmHg. The p-Aminobenzylamine, thus obtai... Starting materials: FC(CCCCCCS(=O)(=O)[O-])(C(C(F)(F)F)(F)F)F (6,6,7,7,8,8,8-heptafluoro-octylmethanesulfonate), CN (methylamine). The solvent is O1CCCC1 (tetrahydrofuran). Conditions: time 24 hour. Product: FC(CCCCCNC)(C(C(F)(F)F)(F)F)F (6,6,7,7,8,8,8-heptafluoro-octyl-methylamine). The yield is 96.6%. Reaction SMILES: [F:1][C:2]([F:20])([C:13]([F:19])([F:18])[C:14]([F:17])([F:16])[F:15])[CH2:3][CH2:4][CH2:5][CH2:6][CH2:7]CS([O-])(=O)=O.[CH3:21][NH2:22]>O1CCCC1>[F:1][C:2]([F:20])([C:13]([F:19])([F:18])[C:14]([F:17])([F:16])[F:15])[CH2:3][CH2:4][CH2:5][CH2:6][CH2:7][NH:22][CH3:21]. Procedure details: In a solution of 44.7 g of 6,6,7,7,8,8,8-heptafluoro-octylmethanesulfonate in 134 ml of tetrahydrofuran, 41.5 g of methylamine is condensed at −78° C. and stirred for 24 hours at room temperature in a pressurized reactor. Then, it is evaporated to the dry state in a vacuum, washed with water as well as common salt solution, dried on sodium sulfate and evaporated to the dry state in a vacuum. 34.9 g of crude 6,6,7,7,8,8,8-heptafluoro-octyl-methylamine is obtained, and after distillation, 21 g of ...